Dataset: the Open Reaction Database (ORD), a public repository of structured organic reaction records. Task: describe an organic reaction: reactants, conditions, products, and yield The reactants are CCOC(=O)c1cccc(Nc2nccc(-c3cccnc3Cl)n2)c1, CC#N, [Na+], [OH-], O. The product is O=C(O)c1cccc(Nc2nccc(-c3cccnc3Cl)n2)c1. Reaction SMILES: [CH2:1]([CH3:2])[O:3][C:4](=[O:5])[c:6]1[cH:7][c:8]([NH:12][c:13]2[n:14][cH:15][cH:16][c:17](-[c:19]3[c:20]([Cl:25])[n:21][cH:22][cH:23][cH:24]3)[n:18]2)[cH:9][cH:10][cH:11]1.[CH3:28][C:29]#[N:30].[Na+:27].[OH-:26].[OH2:31]>>[O:3]=[C:4]([OH:5])[c:6]1[cH:7][c:8]([NH:12][c:13]2[n:14][cH:15][cH:16][c:17](-[c:19]3[c:20]([Cl:25])[n:21][cH:22][cH:23][cH:24]3)[n:18]2)[cH:9][cH:10][cH:11]1. The reactants are [Li]CCCC, CC(C)NC(C)C, COC(=O)c1c(Cl)cccc1Cl, O=C=O, C1CCOC1. Yields the product COC(=O)c1c(Cl)ccc(C(=O)O)c1Cl. Reaction SMILES: [CH2:8]([Li:9])[CH2:10][CH2:11][CH3:12].[CH:1]([NH:2][CH:3]([CH3:4])[CH3:5])([CH3:6])[CH3:7].[Cl:13][c:14]1[c:15]([C:16](=[O:17])[O:18][CH3:19])[c:20]([Cl:24])[cH:21][cH:22][cH:23]1.[O:25]=[C:26]=[O:27].[O:28]1[CH2:29][CH2:30][CH2:31][CH2:32]1>>[Cl:13][c:14]1[c:15]([C:16](=[O:17])[O:18][CH3:19])[c:20]([Cl:24])[cH:21][cH:22][c:23]1[C:26](=[O:25])[OH:27]. Reactants: ClC1=C(C=C(C=C1)O)[N+](=O)[O-] (4-chloro-3-nitro-phenol), Br.BrCC1=NC=CC=C1 (2-Bromomethyl-pyridine hydrobromide salt). Product: ClC1=C(C=C(OCC2=NC=CC=C2)C=C1)[N+](=O)[O-] (2-(4-Chloro-3-nitro-phenoxymethyl)-pyridine). Reaction SMILES: [Cl:1][C:2]1[CH:7]=[CH:6][C:5]([OH:8])=[CH:4][C:3]=1[N+:9]([O-:11])=[O:10].Br.Br[CH2:14][C:15]1[CH:20]=[CH:19][CH:18]=[CH:17][N:16]=1>>[Cl:1][C:2]1[CH:7]=[CH:6][C:5]([O:8][CH2:14][C:15]2[CH:20]=[CH:19][CH:18]=[CH:17][N:16]=2)=[CH:4][C:3]=1[N+:9]([O-:11])=[O:10] |f:1.2|. Procedure details: A solution of 4-chloro-3-nitro-phenol was reacted with 2-Bromomethyl-pyridine hydrobromide salt using the conditions described in Example 10C to provide 2-(4-Chloro-3-nitro-phenoxymethyl)-pyridine which was treated sequentially using the procedures from Examples 10D and 10E to provide the title product. Starting materials: CCOC(=O)CS(=O)(=O)c1ccc(OCCC(C)C)cc1, CCCCN(CCCl)CCCl. The product is CCCCN1CCC(C(=O)OCC)(S(=O)(=O)c2ccc(OCCC(C)C)cc2)CC1. As a reaction SMILES: [CH2:1]([CH3:2])[O:3][C:4]([CH2:5][S:6](=[O:7])(=[O:8])[c:9]1[cH:10][cH:11][c:12]([O:15][CH2:16][CH2:17][CH:18]([CH3:19])[CH3:20])[cH:13][cH:14]1)=[O:21].[CH2:22]([CH2:23][CH2:24][CH3:25])[N:26]([CH2:27][CH2:28][Cl:32])[CH2:30][CH2:31][Cl:29]>>[CH2:1]([CH3:2])[O:3][C:4]([C:5]1([S:6](=[O:7])(=[O:8])[c:9]2[cH:10][cH:11][c:12]([O:15][CH2:16][CH2:17][CH:18]([CH3:19])[CH3:20])[cH:13][cH:14]2)[CH2:28][CH2:27][N:26]([CH2:22][CH2:23][CH2:24][CH3:25])[CH2:30][CH2:31]1)=[O:21]. Reactants: CCOC(=O)COc1ccc(SCCN(CCc2ccccc2)S(=O)(=O)c2sc3ccc(Cl)cc3c2C)cc1C, CCO, [Na+], [OH-]. The product is Cc1cc(SCCN(CCc2ccccc2)S(=O)(=O)c2sc3ccc(Cl)cc3c2C)ccc1OCC(=O)O. As a reaction SMILES: [CH2:1]([CH3:2])[O:3][C:4]([CH2:5][O:6][c:7]1[c:8]([CH3:39])[cH:9][c:10]([S:13][CH2:14][CH2:15][N:16]([CH2:17][CH2:18][c:19]2[cH:20][cH:21][cH:22][cH:23][cH:24]2)[S:25](=[O:26])(=[O:27])[c:28]2[c:29]([CH3:38])[c:30]3[c:31]([s:32]2)[cH:33][cH:34][c:35]([Cl:37])[cH:36]3)[cH:11][cH:12]1)=[O:40].[CH3:43][CH2:44][OH:45].[Na+:42].[OH-:41]>>[O:3]=[C:4]([CH2:5][O:6][c:7]1[c:8]([CH3:39])[cH:9][c:10]([S:13][CH2:14][CH2:15][N:16]([CH2:17][CH2:18][c:19]2[cH:20][cH:21][cH:22][cH:23][cH:24]2)[S:25](=[O:26])(=[O:27])[c:28]2[c:29]([CH3:38])[c:30]3[c:31]([s:32]2)[cH:33][cH:34][c:35]([Cl:37])[cH:36]3)[cH:11][cH:12]1)[OH:40]. The reactants are ClC=1C=NC=C(C1NC=1NC2=C(N1)C=C(C1=C2CC(O1)(C)C)C(=O)O)Cl (2-[(3,5-dichloropyridin-4-yl)amino]-7,7-dimethyl-7,8-dihydro-1H-furo[3,2-e]benzimidazole-5-carboxylic acid), CN(C)C=O (DMF), ClC1=CC=C(N)C=C1 (4-chloro aniline), F[B-](F)(F)F.N1(N=NC2=C1C=CC=C2)OC(=[N+](C)C)N(C)C (O-(benzotriazol-1-yl)-N,N,N′,N′-tetramethyluronium tetrafluoroborate), TEA. Run in C1CCOC1 (THF). Product: ClC1=CC=C(C=C1)NC(=O)C=1C2=C(C3=C(N=C(N3)NC3=C(C=NC=C3Cl)Cl)C1)CC(O2)(C)C (N-(4-Chlorophenyl)-2-[(3,5-dichloropyridin-4-yl)amino]-7,7-dimethyl-7,8-dihydro-1H-furo[3,2-e]benzimidazole-5-carboxamide). Isolated yield 9.8%. As a reaction SMILES: [Cl:1][C:2]1[CH:3]=[N:4][CH:5]=[C:6]([Cl:26])[C:7]=1[NH:8][C:9]1[NH:10][C:11]2[C:17]3[CH2:18][C:19]([CH3:22])([CH3:21])[O:20][C:16]=3[C:15]([C:23](O)=[O:24])=[CH:14][C:12]=2[N:13]=1.F[B-](F)(F)F.N1(OC(N(C)C)=[N+](C)C)C2C=CC=CC=2N=N1.CN(C=O)C.[Cl:54][C:55]1[CH:61]=[CH:60][C:58]([NH2:59])=[CH:57][CH:56]=1>C1COCC1>[Cl:54][C:55]1[CH:61]=[CH:60][C:58]([NH:59][C:23]([C:15]2[C:16]3[O:20][C:19]([CH3:21])([CH3:22])[CH2:18][C:17]=3[C:11]3[NH:10][C:9]([NH:8][C:7]4[C:6]([Cl:26])=[CH:5][N:4]=[CH:3][C:2]=4[Cl:1])=[N:13][C:12]=3[CH:14]=2)=[O:24])=[CH:57][CH:56]=1 |f:1.2|. Procedure: The title compound was prepared following the procedure as described for Example-1 using 2-[(3,5-dichloropyridin-4-yl)amino]-7,7-dimethyl-7,8-dihydro-1H-furo[3,2-e]benzimidazole-5-carboxylic acid (Intermediate-3, 0.080 g, 0.203 mmol), O-(benzotriazol-1-yl)-N,N,N′,N′-tetramethyluronium tetrafluoroborate (0.128 g, 0.400 mmol), TEA (1.0 mL), DMF (1.0 mL), THF (5.0 mL) and 4-chloro aniline (0.052 g, 0.400 mmol) to afford 0.010 g of the desired product. 1HNMR (DMSO-d6): δ 1.57 (s, 6H), 3.07 (s, 2H), ... Starting materials: C(#N)C1=CC=C(C=C1)C1=NC=C(C=N1)C1=CC=C(C=C1)[C@@H]1CC[C@H](CC1)CC (2-(4'-cyanophenyl)-5-[4'-(trans-4"-ethylcyclohexyl) phenyl] pyrimidine), C(#N)C1=CC=C(C=C1)C1=NC=C(C=N1)C1=CC=C(C=C1)[C@@H]1CC[C@H](CC1)CCCCCCC.C(#N)C1=CC=C(C=C1)C1=NC=C(C=N1)C1=CC=C(C=C1)[C@@H]1CC[C@H](CC1)CCCCCC (2-(4'-cyanophenyl)-5-[4'-(trans-4"-hexylcyclohexyl) phenyl] pyrimidine 2-(4'-cyanophenyl)-5-[4'-(trans-4"-heptylcyclohexyl) phenyl] pyrimidine). Product: C(#N)C1=CC=C(C=C1)C1=NC=C(C=N1)C1=CC=C(C=C1)[C@@H]1CC[C@H](CC1)C (2-(4'-cyanophenyl)-5-[4'-(trans-4"-methylcyclohexyl) phenyl] pyrimidine). Reaction SMILES: [C:1]([C:3]1[CH:8]=[CH:7][C:6]([C:9]2[N:14]=[CH:13][C:12]([C:15]3[CH:20]=[CH:19][C:18]([C@H:21]4[CH2:26][CH2:25][C@H:24]([CH2:27]C)[CH2:23][CH2:22]4)=[CH:17][CH:16]=3)=[CH:11][N:10]=2)=[CH:5][CH:4]=1)#[N:2].C(C1C=CC(C2N=CC(C3C=CC([C@H]4CC[C@H](CCCCCCC)CC4)=CC=3)=CN=2)=CC=1)#N.C(C1C=CC(C2N=CC(C3C=CC([C@H]4CC[C@H](CCCCCC)CC4)=CC=3)=CN=2)=CC=1)#N>>[C:1]([C:3]1[CH:4]=[CH:5][C:6]([C:9]2[N:14]=[CH:13][C:12]([C:15]3[CH:20]=[CH:19][C:18]([C@H:21]4[CH2:26][CH2:25][C@H:24]([CH3:27])[CH2:23][CH2:22]4)=[CH:17][CH:16]=3)=[CH:11][N:10]=2)=[CH:7][CH:8]=1)#[N:2] |f:1.2|. Procedure: 2-(4'-cyanophenyl)-5-[4'-(trans-4"-ethylcyclohexyl) phenyl] pyrimidine ##STR29## 2-(4'-cyanophenyl)-5-[4'-(trans-4"-butylcyclohexyl) phenyl] pyrimidine ##STR30## 2-(4'-cyanophenyl)-5-[4'-(trans-4"-pentylcyclohexyl) phenyl] pyrimidine ##STR31## 2-(4'-cyanophenyl)-5-[4'-(trans-4"-hexylcyclohexyl) phenyl] pyrimidine 2-(4'-cyanophenyl)-5-[4'-(trans-4"-heptylcyclohexyl) phenyl] pyrimidine